The task is: describe an organic reaction: reactants, conditions, products, and yield. This data is from the Open Reaction Database (ORD), a public repository of structured organic reaction records. The reactants are C(C)(C)N (Isopropylamine), BrC1=NC2=C(N1[C@H]1C[C@H]([C@H](CC1)O)O)C=C(C(=C2)Cl)Cl ((±)-(1S*,2R*,4R*)-4-(2-bromo-5,6-dichloro-1H-benzimidazol-1-yl)cyclohexane-1,2-diol), C([O-])([O-])=O.[Na+].[Na+] (sodium carbonate). Run in C(C)O (ethanol). Conditions: temperature 100 celsius. The product is C(C)(C)NC1=NC2=C(N1[C@H]1C[C@H]([C@H](CC1)O)O)C=C(C(=C2)Cl)Cl ((+)−(1S*,2R*,4R* )-4-(2-Isopropylamino-5,6-dichloro-1H-benzimidazol-1-yl)cyclohexane-1,2-diol). The yield is 7.5%. RXN SMILES: [CH:1]([NH2:4])([CH3:3])[CH3:2].Br[C:6]1[N:10]([C@@H:11]2[CH2:16][CH2:15][C@H:14]([OH:17])[C@H:13]([OH:18])[CH2:12]2)[C:9]2[CH:19]=[C:20]([Cl:24])[C:21]([Cl:23])=[CH:22][C:8]=2[N:7]=1.C(=O)([O-])[O-].[Na+].[Na+]>C(O)C>[CH:1]([NH:4][C:6]1[N:10]([C@@H:11]2[CH2:16][CH2:15][C@H:14]([OH:17])[C@H:13]([OH:18])[CH2:12]2)[C:9]2[CH:19]=[C:20]([Cl:24])[C:21]([Cl:23])=[CH:22][C:8]=2[N:7]=1)([CH3:3])[CH3:2] |f:2.3.4|. Procedure: Isopropylamine (227.8 mg, 3.85 mmol) was added to (±)-(1S*,2R*,4R*)-4-(2-bromo-5,6-dichloro-1H-benzimidazol-1-yl)cyclohexane-1,2-diol (Example 51, part b, 146.5 mg, 385.4 mmol) in ethanol (3.9 ml) and the reaction was heated at 100° C. in a sealed tube for 68 hr. The reaction was cooled, saturated sodium carbonate added, extracted with ethyl acetate, dried with magnesium sulfate, and concentrated. The residue was purified by column chromatography eluting with methanol:ethyl acetate (1:19) to giv...